From a dataset of the Open Reaction Database (ORD), a public repository of structured organic reaction records. describe an organic reaction: reactants, conditions, products, and yield The reactants are CNC(C)C\C=C\C1=CC(=CC=C1)F ((4E)-N-methyl-5-(3-fluorophenyl)-4-penten-2-amine), O=C([C@H](O)[C@@H](O)[C@@H](O)[C@H](O)C(=O)O)O (galactaric acid), O (Water). Solvent: C(C)O (ethanol). The product is O=C([C@H](O)[C@@H](O)[C@@H](O)[C@H](O)C(=O)O)O.CNC(C)C\C=C\C1=CC(=CC=C1)F.CNC(C)C\C=C\C1=CC(=CC=C1)F ((4E)-N-Methyl-5-(3-fluorophenyl)-4-penten-2-amine Hemigalactarate). RXN SMILES: [CH3:1][NH:2][CH:3]([CH2:5]/[CH:6]=[CH:7]/[C:8]1[CH:13]=[CH:12][CH:11]=[C:10]([F:14])[CH:9]=1)[CH3:4].[O:15]=[C:16]([OH:28])[C@@H:17]([C@H:19]([C@H:21]([C@@H:23]([C:25]([OH:27])=[O:26])[OH:24])[OH:22])[OH:20])[OH:18].O>C(O)C>[O:15]=[C:16]([OH:28])[C@@H:17]([C@H:19]([C@H:21]([C@@H:23]([C:25]([OH:27])=[O:26])[OH:24])[OH:22])[OH:20])[OH:18].[CH3:1][NH:2][CH:3]([CH2:5]/[CH:6]=[CH:7]/[C:8]1[CH:13]=[CH:12][CH:11]=[C:10]([F:14])[CH:9]=1)[CH3:4].[CH3:1][NH:2][CH:3]([CH2:5]/[CH:6]=[CH:7]/[C:8]1[CH:13]=[CH:12][CH:11]=[C:10]([F:14])[CH:9]=1)[CH3:4] |f:4.5.6|. Procedure details: To a solution of (4E)-N-methyl-5-(3-fluorophenyl)-4-penten-2-amine (228.5 mg, 1.182 mmol) in absolute ethanol (3.6 mL) was added galactaric acid (124.2 mg, 0.591 mmol). Water (0.7 mL) was added drop-wise while gently warming the solution. The solution was filtered through glass wool to remove a few insoluble particles, washing the filter plug with ethanol-water (4:1, v/v) (1 mL). The filtrate was diluted with ethanol (5.6 mL), cooled to ambient temperature, and further cooled at 5° C. for 18 h. ... Starting materials: CC1=NC=CC2=CC=CC=C12 (1-methyl isoquinoline), [Li+].CC(C)[N-]C(C)C (LDA), ICC1CCN(CC1)C(=O)OC(C)(C)C (4-iodomethyl-1-piperidinecarboxylic acid, 1-(1,1-dimethylethyl) ester). Run in C1CCOC1 (THF). Conditions: temperature -78 celsius, time 1.75 hour. Product: C1(=NC=CC2=CC=CC=C12)CCC1CCN(CC1)C(=O)OC(C)(C)C (4-[2-[1-Isoquinolyl]ethyl]-1-piperidinecarboxylic acid, 1-(1,1-dimethylethyl) ester). The yield is 66.0%. RXN SMILES: [CH3:1][C:2]1[C:11]2[C:6](=[CH:7][CH:8]=[CH:9][CH:10]=2)[CH:5]=[CH:4][N:3]=1.[Li+].CC([N-]C(C)C)C.I[CH2:21][CH:22]1[CH2:27][CH2:26][N:25]([C:28]([O:30][C:31]([CH3:34])([CH3:33])[CH3:32])=[O:29])[CH2:24][CH2:23]1>C1COCC1>[C:2]1([CH2:1][CH2:21][CH:22]2[CH2:27][CH2:26][N:25]([C:28]([O:30][C:31]([CH3:32])([CH3:34])[CH3:33])=[O:29])[CH2:24][CH2:23]2)[C:11]2[C:6](=[CH:7][CH:8]=[CH:9][CH:10]=2)[CH:5]=[CH:4][N:3]=1 |f:1.2|. Reported procedure: The procedure described in Example 7a was followed using 1-methyl isoquinoline (0.50 g, 3.49 mmol), 1M LDA (4.2 mL, 4.2 mmol), and 4-iodomethyl-1-piperidinecarboxylic acid, 1-(1,1-dimethylethyl) ester (1.2 g, 3.84 mmol) in dry THF (45 mL) except that after addition of the reagents, the mixture was stirred at −78° C. for 1.75 hours. Purification by chromatography (30% EtOAc/toluene) gave the title compound (0.784 g, 66%) as a yellow oil. Starting materials: CC(C)COC(=O)Cl, CN1CCOCC1, CN(C)C=O, Nc1cccc(Oc2ccc3nc(NC(=O)C4CC4)cn3n2)c1, C1CCOC1, O, O=C(O)C#Cc1ccccc1. The product is O=C(C#Cc1ccccc1)Nc1cccc(Oc2ccc3nc(NC(=O)C4CC4)cn3n2)c1. RXN SMILES: [C:12]([Cl:13])(=[O:14])[O:15][CH2:16][CH:17]([CH3:18])[CH3:19].[CH3:20][N:21]1[CH2:22][CH2:23][O:24][CH2:25][CH2:26]1.[CH3:55][N:56]([CH3:57])[CH:58]=[O:59].[NH2:27][c:28]1[cH:29][c:30]([O:31][c:32]2[cH:33][cH:34][c:35]3[n:36]([n:37]2)[cH:38][c:39]([NH:41][C:42](=[O:43])[CH:44]2[CH2:45][CH2:46]2)[n:40]3)[cH:47][cH:48][cH:49]1.[O:50]1[CH2:51][CH2:52][CH2:53][CH2:54]1.[OH2:60].[c:1]1([C:7]#[C:8][C:9](=[O:10])[OH:11])[cH:2][cH:3][cH:4][cH:5][cH:6]1>>[c:1]1([C:7]#[C:8][C:9](=[O:11])[NH:27][c:28]2[cH:29][c:30]([O:31][c:32]3[cH:33][cH:34][c:35]4[n:36]([n:37]3)[cH:38][c:39]([NH:41][C:42](=[O:43])[CH:44]3[CH2:45][CH2:46]3)[n:40]4)[cH:47][cH:48][cH:49]2)[cH:2][cH:3][cH:4][cH:5][cH:6]1. Reactants: CCOC(=O)COc1ccc(CCO)cc1OCC, CC(C)(C)OCl, ClCCl, [Na+], [Na+], O, O=S([O-])[O-]. Yields the product CCOC(=O)COc1cc(Cl)c(CCO)cc1OCC. RXN SMILES: [CH2:1]([CH3:2])[O:3][c:4]1[c:5]([O:6][CH2:7][C:8](=[O:9])[O:10][CH2:11][CH3:12])[cH:13][cH:14][c:15]([CH2:17][CH2:18][OH:19])[cH:16]1.[Cl:20][O:21][C:22]([CH3:23])([CH3:24])[CH3:25].[Cl:32][CH2:33][Cl:34].[Na+:30].[Na+:31].[OH2:35].[S:26]([O-:27])([O-:28])=[O:29]>>[CH2:1]([CH3:2])[O:3][c:4]1[c:5]([O:6][CH2:7][C:8](=[O:9])[O:10][CH2:11][CH3:12])[cH:13][c:14]([Cl:20])[c:15]([CH2:17][CH2:18][OH:19])[cH:16]1.